Dataset: the Open Reaction Database (ORD), a public repository of structured organic reaction records. Task: describe an organic reaction: reactants, conditions, products, and yield Starting materials: [Al+3], C1CCOC1, COC(=O)c1cc(Cl)cnc1C, [H-], [H-], [H-], [H-], [Li+], [Na+], [OH-], O. Product: Cc1ncc(Cl)cc1CO. RXN SMILES: [Al+3:14].[CH2:22]1[O:23][CH2:24][CH2:25][CH2:26]1.[Cl:1][c:2]1[cH:3][n:4][c:5]([CH3:12])[c:6]([C:7](=[O:8])[O:9][CH3:10])[cH:11]1.[H-:13].[H-:16].[H-:17].[H-:18].[Li+:15].[Na+:21].[OH-:20].[OH2:19]>>[Cl:1][c:2]1[cH:3][n:4][c:5]([CH3:12])[c:6]([CH2:7][OH:8])[cH:11]1. Starting materials: CS(=O)(=O)Cl (methylsulfonyl chloride), Cl.OC1=CC=C(C=C1)C1CCN2C1N1C(C=3C=CC=CC23)=NCC1 (2,3,5,6,7,8-hexahydro-5-(4-hydroxyphenyl)imidazo[1,2-c]pyrrolo[1,2-a]quinazoline hydrochloride). Run in C(Cl)Cl (methylene chloride), N1=CC=CC=C1 (pyridine). Conditions: time 70 hour. Yields the product Cl.CS(=O)(=O)OC1=CC=C(C=C1)C1CCN2C1N1C(C=3C=CC=CC23)=NCC1 (2,3,5,6,7,8-Hexahydro-5-(4-methylsulfonyloxyphenyl)imidazo[1,2-c]pyrrolo[1,2-a]quinazoline hydrochloride). RXN SMILES: [CH3:1][S:2]([Cl:5])(=[O:4])=[O:3].Cl.[OH:7][C:8]1[CH:13]=[CH:12][C:11]([CH:14]2[CH:18]3[N:19]4[CH2:29][CH2:28][N:27]=[C:20]4[C:21]4[CH:22]=[CH:23][CH:24]=[CH:25][C:26]=4[N:17]3[CH2:16][CH2:15]2)=[CH:10][CH:9]=1>C(Cl)Cl.N1C=CC=CC=1>[ClH:5].[CH3:1][S:2]([O:7][C:8]1[CH:13]=[CH:12][C:11]([CH:14]2[CH:18]3[N:19]4[CH2:29][CH2:28][N:27]=[C:20]4[C:21]4[CH:22]=[CH:23][CH:24]=[CH:25][C:26]=4[N:17]3[CH2:16][CH2:15]2)=[CH:10][CH:9]=1)(=[O:4])=[O:3] |f:1.2,5.6|. Procedure: 6 ml of methylsulfonyl chloride were added dropwise at 0°-5° C. to a vigorously stirred suspension of 8.55 g of 2,3,5,6,7,8-hexahydro-5-(4-hydroxyphenyl)imidazo[1,2-c]pyrrolo[1,2-a]quinazoline hydrochloride in 100 ml of methylene chloride and 25 ml of pyridine, and the reaction mixture was stirred at room temperature for 70 h. The solvent was removed by distillation and then 1N HCl was added, and the resulting precipitate was recrystallized from ethanol/methyl t-butyl ether. Yield: 8.0 g (76%); ... The product is C(C1=CC=CC=C1)ON=C(C)C=1C=C(C=O)C=CC1 (3-(1-(benzyloxyimino)ethyl)benzoaldehyde). Reported procedure: To a solution of 24.15 g (95.0 mmol) of crude 3-(1-(benzyloxyimino)ethyl)benzonitrile in 1 liter of dry toluene was added 77.3 ml (116 mmol) of diisobutylaluminum hydride (1.5 mol/toluene solution) at −70° C. or below under an atmosphere of nitrogen, and the mixture was stirred overnight with gradually warming to room temperature. To the reaction mixture was added 200 ml of an about 20% aqueous solution of ammonium chloride, and the mixture was stirred at room temperature for 0.5 hours. Then, 40... Reaction SMILES: [CH2:1]([O:8][N:9]=[C:10]([C:12]1[CH:13]=[C:14]([CH:17]=[CH:18][CH:19]=1)[C:15]#N)[CH3:11])[C:2]1[CH:7]=[CH:6][CH:5]=[CH:4][CH:3]=1.[H-].C([Al+]CC(C)C)C(C)C.[Cl-].[NH4+].S(=O)(=O)(O)[OH:33]>C1(C)C=CC=CC=1>[CH2:1]([O:8][N:9]=[C:10]([C:12]1[CH:13]=[C:14]([CH:17]=[CH:18][CH:19]=1)[CH:15]=[O:33])[CH3:11])[C:2]1[CH:7]=[CH:6][CH:5]=[CH:4][CH:3]=1 |f:1.2,3.4|. Solvent: C1(=CC=CC=C1)C (toluene), C1(=CC=CC=C1)C (toluene). Starting materials: C(C1=CC=CC=C1)ON=C(C)C=1C=C(C#N)C=CC1 (3-(1-(benzyloxyimino)ethyl)benzonitrile), [H-].C(C(C)C)[Al+]CC(C)C (diisobutylaluminum hydride), aqueous solution, S(O)(O)(=O)=O (sulfuric acid), aqueous solution, [Cl-].[NH4+] (ammonium chloride). Run at time 8 hour. The reactants are Nc1ccc(Oc2ccc(NC(=O)OCc3ccccc3)cc2F)cn1, O, Cc1ccc(S(=O)(=O)Cl)cc1, c1ccncc1. The product is Cc1ccc(S(=O)(=O)Nc2ccc(Oc3ccc(NC(=O)OCc4ccccc4)cc3F)cn2)cc1. RXN SMILES: [NH2:1][c:2]1[cH:3][cH:4][c:5]([O:8][c:9]2[c:10]([F:26])[cH:11][c:12]([NH:15][C:16]([O:17][CH2:18][c:19]3[cH:20][cH:21][cH:22][cH:23][cH:24]3)=[O:25])[cH:13][cH:14]2)[cH:6][n:7]1.[OH2:38].[c:27]1([CH3:37])[cH:28][cH:29][c:30]([S:33](=[O:34])(=[O:35])[Cl:36])[cH:31][cH:32]1.[cH:39]1[cH:40][cH:41][n:42][cH:43][cH:44]1>>[NH:1]([c:2]1[cH:3][cH:4][c:5]([O:8][c:9]2[c:10]([F:26])[cH:11][c:12]([NH:15][C:16]([O:17][CH2:18][c:19]3[cH:20][cH:21][cH:22][cH:23][cH:24]3)=[O:25])[cH:13][cH:14]2)[cH:6][n:7]1)[S:33]([c:30]1[cH:29][cH:28][c:27]([CH3:37])[cH:32][cH:31]1)(=[O:34])=[O:35]. Reactants: BrC=1C(=NC=C(C(=O)NC2=CC=C(C=C2)SC(F)(F)F)C1)Cl (5-bromo-6-chloro-N-(4-((trifluoromethyl)thio)phenyl)nicotinamide), N1C[C@H](CC1)CO ((S)-1-pyrrolidin-3-yl-methanol). Yields the product BrC=1C(=NC=C(C(=O)NC2=CC=C(C=C2)SC(F)(F)F)C1)N1C[C@H](CC1)CO ((S)-5-Bromo-6-(3-(hydroxymethyl)pyrrolidin-1-yl)-N-(4-((trifluoromethyl)thio)phenyl)nicotinamide). Reaction SMILES: [Br:1][C:2]1[C:3](Cl)=[N:4][CH:5]=[C:6]([CH:21]=1)[C:7]([NH:9][C:10]1[CH:15]=[CH:14][C:13]([S:16][C:17]([F:20])([F:19])[F:18])=[CH:12][CH:11]=1)=[O:8].[NH:23]1[CH2:27][CH2:26][C@H:25]([CH2:28][OH:29])[CH2:24]1>>[Br:1][C:2]1[C:3]([N:23]2[CH2:27][CH2:26][C@H:25]([CH2:28][OH:29])[CH2:24]2)=[N:4][CH:5]=[C:6]([CH:21]=1)[C:7]([NH:9][C:10]1[CH:15]=[CH:14][C:13]([S:16][C:17]([F:20])([F:19])[F:18])=[CH:12][CH:11]=1)=[O:8]. Procedure details: The title compound was prepared in an analogous fashion to that described in Stage 186.1 using 5-bromo-6-chloro-N-(4-((trifluoromethyl)thio)phenyl)nicotinamide (Stage 185.2) and (S)-1-pyrrolidin-3-yl-methanol. HPLC (Condition 4) tR=6.17 min, UPLC-MS (Condition 3) tR=1.20 min, m/z=476.2/478.2 [M+H]+. The reactants are Cc1cscc1B(O)O, COc1ccc2c(Cl)nc(Nc3cc(C)[nH]n3)cc2c1. Product: COc1ccc2c(-c3cscc3C)nc(Nc3cc(C)[nH]n3)cc2c1. RXN SMILES: [CH3:21][c:22]1[c:23]([B:27]([OH:28])[OH:29])[cH:24][s:25][cH:26]1.[Cl:1][c:2]1[n:3][c:4]([NH:14][c:15]2[n:16][nH:17][c:18]([CH3:20])[cH:19]2)[cH:5][c:6]2[cH:7][c:8]([O:12][CH3:13])[cH:9][cH:10][c:11]12>>[c:2]1(-[c:23]2[c:22]([CH3:21])[cH:26][s:25][cH:24]2)[n:3][c:4]([NH:14][c:15]2[n:16][nH:17][c:18]([CH3:20])[cH:19]2)[cH:5][c:6]2[cH:7][c:8]([O:12][CH3:13])[cH:9][cH:10][c:11]12. The reactants are BrCCCCC(Br)c1ccc(Br)cc1, CN1CC(=O)N(c2cc(Cl)cc(Cl)c2)C1=O. Product: CN1C(=O)N(c2cc(Cl)cc(Cl)c2)C(=O)C12CCCCC2c1ccc(Br)cc1. Reaction SMILES: [Br:1][c:2]1[cH:3][cH:4][c:5]([CH:8]([CH2:9][CH2:10][CH2:11][CH2:12][Br:14])[Br:13])[cH:6][cH:7]1.[Cl:15][c:16]1[cH:17][c:18]([N:23]2[C:24](=[O:30])[N:25]([CH3:29])[CH2:26][C:27]2=[O:28])[cH:19][c:20]([Cl:22])[cH:21]1>>[Br:1][c:2]1[cH:3][cH:4][c:5]([CH:8]2[CH2:9][CH2:10][CH2:11][CH2:12][C:26]23[N:25]([CH3:29])[C:24](=[O:30])[N:23]([c:18]2[cH:17][c:16]([Cl:15])[cH:21][c:20]([Cl:22])[cH:19]2)[C:27]3=[O:28])[cH:6][cH:7]1.